This data is from the Open Reaction Database (ORD), a public repository of structured organic reaction records. The task is: describe an organic reaction: reactants, conditions, products, and yield Reactants: B, O=C([O-])O, Cl, COc1ccc2c(c1)C(=O)N(c1ccc(F)cc1)C2Cc1ccc(OCCC2CCCCN2)cc1, [Na+], C1CCOC1, C1CCOC1. Yields the product COc1ccc2c(c1)CN(c1ccc(F)cc1)C2Cc1ccc(OCCC2CCCCN2)cc1. RXN SMILES: [BH3:41].[C:43](=[O:44])([OH:45])[O-:46].[ClH:42].[F:1][c:2]1[cH:3][cH:4][c:5]([N:8]2[C:9](=[O:35])[c:10]3[cH:11][c:12]([O:33][CH3:34])[cH:13][cH:14][c:15]3[CH:16]2[CH2:17][c:18]2[cH:19][cH:20][c:21]([O:24][CH2:25][CH2:26][CH:27]3[NH:28][CH2:29][CH2:30][CH2:31][CH2:32]3)[cH:22][cH:23]2)[cH:6][cH:7]1.[Na+:47].[O:36]1[CH2:37][CH2:38][CH2:39][CH2:40]1.[O:48]1[CH2:49][CH2:50][CH2:51][CH2:52]1>>[F:1][c:2]1[cH:3][cH:4][c:5]([N:8]2[CH2:9][c:10]3[cH:11][c:12]([O:33][CH3:34])[cH:13][cH:14][c:15]3[CH:16]2[CH2:17][c:18]2[cH:19][cH:20][c:21]([O:24][CH2:25][CH2:26][CH:27]3[NH:28][CH2:29][CH2:30][CH2:31][CH2:32]3)[cH:22][cH:23]2)[cH:6][cH:7]1. The reactants are CS(=O)(=O)c1ccc(-c2ccccc2)c(C(=O)O)c1, FC(F)(F)c1cnc(N2CCNCC2)nc1. The product is CS(=O)(=O)c1ccc(-c2ccccc2)c(C(=O)N2CCN(c3ncc(C(F)(F)F)cn3)CC2)c1. As a reaction SMILES: [CH3:17][S:18](=[O:19])(=[O:20])[c:21]1[cH:22][c:23]([C:33](=[O:34])[OH:35])[c:24](-[c:27]2[cH:28][cH:29][cH:30][cH:31][cH:32]2)[cH:25][cH:26]1.[N:1]1([c:7]2[n:8][cH:9][c:10]([C:13]([F:14])([F:15])[F:16])[cH:11][n:12]2)[CH2:2][CH2:3][NH:4][CH2:5][CH2:6]1>>[N:1]1([c:7]2[n:8][cH:9][c:10]([C:13]([F:14])([F:15])[F:16])[cH:11][n:12]2)[CH2:2][CH2:3][N:4]([C:33]([c:23]2[cH:22][c:21]([S:18]([CH3:17])(=[O:19])=[O:20])[cH:26][cH:25][c:24]2-[c:27]2[cH:28][cH:29][cH:30][cH:31][cH:32]2)=[O:34])[CH2:5][CH2:6]1. Reactants: FC(C1=C(C=CC=C1)N=C=S)(F)F (2-(trifluoromethyl) phenyl isothiocyanate), FC(C1=C(C=CC=C1)NC(NN)=S)(F)F (4-[2-(trifluoromethyl)phenyl]-3-thiosemicarbazide), ClC(=O)OCC (ethyl chloroformate), OC1=NN=C(N1C1=C(C=CC=C1)C(F)(F)F)S (3-hydroxy-5-mercapto-4-[2-(trifluoromethyl)phenyl]-1,2,4-triazole), BrC=1SC(=CN1)[N+](=O)[O-] (2-bromo-5-nitrothiazole). The product is OC1=NN=C(N1C1=C(C=CC=C1)C(F)(F)F)SC=1SC(=CN1)[N+](=O)[O-] (3-hydroxy-5-[(5-nitrothiazol-2-yl)mercapto]-4-[2-(trifluoromethyl)phenyl]-1,2,4-triazole). Isolated yield 25.8%. Reaction SMILES: FC(F)(F)C1C=CC=CC=1N=C=S.FC(F)(F)C1C=CC=CC=1NC(=S)NN.ClC(OCC)=O.[OH:35][C:36]1[N:40]([C:41]2[CH:46]=[CH:45][CH:44]=[CH:43][C:42]=2[C:47]([F:50])([F:49])[F:48])[C:39]([SH:51])=[N:38][N:37]=1.Br[C:53]1[S:54][C:55]([N+:58]([O-:60])=[O:59])=[CH:56][N:57]=1>>[OH:35][C:36]1[N:40]([C:41]2[CH:46]=[CH:45][CH:44]=[CH:43][C:42]=2[C:47]([F:48])([F:50])[F:49])[C:39]([S:51][C:53]2[S:54][C:55]([N+:58]([O-:60])=[O:59])=[CH:56][N:57]=2)=[N:38][N:37]=1. Procedure: The title compound was prepared in a manner similar to that described in Example 5 starting with 2-(trifluoromethyl) phenyl isothiocyanate. The intermediate 4-[2-(trifluoromethyl)phenyl]-3-thiosemicarbazide (2.04 g) was treated with ethyl chloroformate (1.09 g) as in example 5. The reaction product 3-hydroxy-5-mercapto-4-[2-(trifluoromethyl)phenyl]-1,2,4-triazole (0.78 g) was reacted with 0.63 g of 2-bromo-5-nitrothiazole as in Example 5. Crystallization from ethanol and water gave 0.3 g of 3-hy... Reactants: [K+], [OH-], COC(=O)c1cc(C(C)=O)ccc1-c1ccco1. Yields the product CC(=O)c1ccc(-c2ccco2)c(C(=O)O)c1. Reaction SMILES: [K+:20].[OH-:19].[o:1]1[c:2](-[c:6]2[c:7]([C:15](=[O:16])[O:17][CH3:18])[cH:8][c:9]([C:12]([CH3:13])=[O:14])[cH:10][cH:11]2)[cH:3][cH:4][cH:5]1>>[o:1]1[c:2](-[c:6]2[c:7]([C:15](=[O:16])[OH:17])[cH:8][c:9]([C:12]([CH3:13])=[O:14])[cH:10][cH:11]2)[cH:3][cH:4][cH:5]1. Starting materials: CC1=NOC(=C1C1=CC=C2C=3N([C@H](COC31)C3=NC=CC=C3)C(=N2)N2CCN(CCC2)C(=O)OC(C)(C)C)C (tert-Butyl 4-[(4S)-7-(3,5-dimethylisoxazol-4-yl)-4-pyridin-2-yl-4,5-dihydroimidazo[1,5,4-de][1,4]benzoxazin-2-yl]-1,4-diazepane-1-carboxylate), Cl (hydrogen chloride). Run in O1CCOCC1 (1,4-dioxane). The product is N1(CCNCCC1)C1=NC2=CC=C(C3=C2N1[C@H](CO3)C3=NC=CC=C3)C=3C(=NOC3C)C ((4S)-2-(1,4-Diazepan-1-yl)-7-(3,5-dimethylisoxazol-4-yl)-4-pyridin-2-yl-4,5-dihydroimidazo[1,5,4-de][1,4]benzoxazine). Isolated yield 66.2%. As a reaction SMILES: [CH3:1][C:2]1[C:6]([C:7]2[C:16]3[O:15][CH2:14][C@H:13]([C:17]4[CH:22]=[CH:21][CH:20]=[CH:19][N:18]=4)[N:12]4[C:23]([N:25]5[CH2:31][CH2:30][CH2:29][N:28](C(OC(C)(C)C)=O)[CH2:27][CH2:26]5)=[N:24][C:10]([C:11]=34)=[CH:9][CH:8]=2)=[C:5]([CH3:39])[O:4][N:3]=1.Cl>O1CCOCC1>[N:25]1([C:23]2[N:12]3[C@@H:13]([C:17]4[CH:22]=[CH:21][CH:20]=[CH:19][N:18]=4)[CH2:14][O:15][C:16]4=[C:11]3[C:10](=[CH:9][CH:8]=[C:7]4[C:6]3[C:2]([CH3:1])=[N:3][O:4][C:5]=3[CH3:39])[N:24]=2)[CH2:31][CH2:30][CH2:29][NH:28][CH2:27][CH2:26]1. Reported procedure: tert-Butyl 4-[(4S)-7-(3,5-dimethylisoxazol-4-yl)-4-pyridin-2-yl-4,5-dihydroimidazo[1,5,4-de][1,4]benzoxazin-2-yl]-1,4-diazepane-1-carboxylate (53 mg, 0.10 mmol) was treated with a solution of 4.0 M hydrogen chloride in 1,4-dioxane (2.0 mL) for 10 min. The mixture was concentrated and purified by preparative LCMS using pH 10 buffer to give the title compound (28.5 mg, 66%). LCMS calc. for C24H27N6O2 (M+H)+: m/z=431.2. found: 431.3. Reactants: CO, CCOC(C)=O, C#Cc1cc(CNC(=O)C=Cc2ccc(C(F)(F)F)nc2Cl)cc(F)c1NS(C)(=O)=O. Yields the product C#Cc1cc(CNC(=O)C=Cc2ccc(C(F)(F)F)nc2OC)cc(F)c1NS(C)(=O)=O. Reaction SMILES: [CH3:32][OH:33].[CH3:34][CH2:35][O:36][C:37]([CH3:38])=[O:39].[Cl:1][c:2]1[n:3][c:4]([C:28]([F:29])([F:30])[F:31])[cH:5][cH:6][c:7]1[CH:8]=[CH:9][C:10](=[O:11])[NH:12][CH2:13][c:14]1[cH:15][c:16]([C:26]#[CH:27])[c:17]([NH:21][S:22](=[O:23])(=[O:24])[CH3:25])[c:18]([F:20])[cH:19]1>>[c:2]1([O:33][CH3:32])[n:3][c:4]([C:28]([F:29])([F:30])[F:31])[cH:5][cH:6][c:7]1[CH:8]=[CH:9][C:10](=[O:11])[NH:12][CH2:13][c:14]1[cH:15][c:16]([C:26]#[CH:27])[c:17]([NH:21][S:22](=[O:23])(=[O:24])[CH3:25])[c:18]([F:20])[cH:19]1.